From a dataset of the Open Reaction Database (ORD), a public repository of structured organic reaction records. describe an organic reaction: reactants, conditions, products, and yield Reactants: Cl, Cl, Cc1cc(NCc2ccc(Cl)c(Cl)c2)c2cccc(OCCN)c2n1, O=S(=O)(Cl)c1cccnc1. The product is Cc1cc(NCc2ccc(Cl)c(Cl)c2)c2cccc(OCCNS(=O)(=O)c3cccnc3)c2n1. RXN SMILES: [ClH:1].[ClH:2].[NH2:3][CH2:4][CH2:5][O:6][c:7]1[cH:8][cH:9][cH:10][c:11]2[c:12]([NH:18][CH2:19][c:20]3[cH:21][c:22]([Cl:27])[c:23]([Cl:26])[cH:24][cH:25]3)[cH:13][c:14]([CH3:17])[n:15][c:16]12.[n:28]1[cH:29][c:30]([S:34](=[O:35])(=[O:36])[Cl:37])[cH:31][cH:32][cH:33]1>>[NH:3]([CH2:4][CH2:5][O:6][c:7]1[cH:8][cH:9][cH:10][c:11]2[c:12]([NH:18][CH2:19][c:20]3[cH:21][c:22]([Cl:27])[c:23]([Cl:26])[cH:24][cH:25]3)[cH:13][c:14]([CH3:17])[n:15][c:16]12)[S:34]([c:30]1[cH:29][n:28][cH:33][cH:32][cH:31]1)(=[O:35])=[O:36].